Dataset: the Open Reaction Database (ORD), a public repository of structured organic reaction records. Task: describe an organic reaction: reactants, conditions, products, and yield Starting materials: BrC1=CN(C=2N=CN=C(C21)N[C@@H](C)C2=NN1C(C(N2C2=CC=CC=C2)=O)=C(C=C1)C)COCC[Si](C)(C)C ((S)-2-(1-((5-Bromo-7-((2-(trimethylsilyl)ethoxy)methyl)-7H-pyrrolo[2,3-d]pyrimidin-4-yl)amino)ethyl)-5-methyl-3-phenylpyrrolo[2,1-f][1,2,4]triazin-4(3H)-one), CN(S(=O)(=O)C)C1=CC(=CC=C1)B1OC(C(O1)(C)C)(C)C (N-methyl-N-(3-(4,4,5,5-tetramethyl-1,3,2-dioxaborolan-2-yl)phenyl)methanesulfonamide), C([O-])([O-])=O.[Na+].[Na+] (sodium carbonate). Reagents/catalysts: Cl[Pd]([P](C1=CC=CC=C1)(C2=CC=CC=C2)C3=CC=CC=C3)([P](C4=CC=CC=C4)(C5=CC=CC=C5)C6=CC=CC=C6)Cl (bis(triphenylphosphine)palladium(II) dichloride). Yields the product CN(S(=O)(=O)C)C1=CC(=CC=C1)C1=CN(C=2N=CN=C(C21)N[C@@H](C)C2=NN1C(C(N2C2=CC=CC=C2)=O)=C(C=C1)C)COCC[Si](C)(C)C ((S)—N-Methyl-N-(3-(4-((1-(5-methyl-4-oxo-3-phenyl-3,4-dihydropyrrolo[2,1-f][1,2,4]triazin-2-yl)ethyl)amino)-7-((2-(trimethylsilyl)ethoxy)methyl)-7H-pyrrolo[2,3-d]pyrimidin-5-yl)phenyl)methanesulfonamide). Isolated yield 93.0%. As a reaction SMILES: Br[C:2]1[C:10]2[C:9]([NH:11][C@H:12]([C:14]3[N:19]([C:20]4[CH:25]=[CH:24][CH:23]=[CH:22][CH:21]=4)[C:18](=[O:26])[C:17]4=[C:27]([CH3:30])[CH:28]=[CH:29][N:16]4[N:15]=3)[CH3:13])=[N:8][CH:7]=[N:6][C:5]=2[N:4]([CH2:31][O:32][CH2:33][CH2:34][Si:35]([CH3:38])([CH3:37])[CH3:36])[CH:3]=1.[CH3:39][N:40]([C:45]1[CH:50]=[CH:49][CH:48]=[C:47](B2OC(C)(C)C(C)(C)O2)[CH:46]=1)[S:41]([CH3:44])(=[O:43])=[O:42].C(=O)([O-])[O-].[Na+].[Na+]>Cl[Pd](Cl)([P](C1C=CC=CC=1)(C1C=CC=CC=1)C1C=CC=CC=1)[P](C1C=CC=CC=1)(C1C=CC=CC=1)C1C=CC=CC=1>[CH3:39][N:40]([C:45]1[CH:50]=[CH:49][CH:48]=[C:47]([C:2]2[C:10]3[C:9]([NH:11][C@H:12]([C:14]4[N:19]([C:20]5[CH:25]=[CH:24][CH:23]=[CH:22][CH:21]=5)[C:18](=[O:26])[C:17]5=[C:27]([CH3:30])[CH:28]=[CH:29][N:16]5[N:15]=4)[CH3:13])=[N:8][CH:7]=[N:6][C:5]=3[N:4]([CH2:31][O:32][CH2:33][CH2:34][Si:35]([CH3:38])([CH3:37])[CH3:36])[CH:3]=2)[CH:46]=1)[S:41]([CH3:44])(=[O:42])=[O:43] |f:2.3.4,^1:68,87|. Procedure: (S)-2-(1-((5-Bromo-7-((2-(trimethylsilyl)ethoxy)methyl)-7H-pyrrolo[2,3-d]pyrimidin-4-yl)amino)ethyl)-5-methyl-3-phenylpyrrolo[2,1-f][1,2,4]triazin-4(3H)-one (131 mg, 0.22 mmol) was treated with N-methyl-N-(3-(4,4,5,5-tetramethyl-1,3,2-dioxaborolan-2-yl)phenyl)methanesulfonamide (170 mg, 0.55 mmol, prepared according to WO 2006015829 A1 20060216), sodium carbonate (62 mg, 0.58 mmols) and bis(triphenylphosphine)palladium(II) dichloride (55 mg, 0.07 mmol) according to the method described in Prepar... Reactants: CCN=C=O, C1CCOC1, COc1ccc(C(CCCCC(=O)NO)C2=C(C)C(=O)c3ccccc3C2=O)cc1. The product is CCNC(=O)ONC(=O)CCCCC(C1=C(C)C(=O)c2ccccc2C1=O)c1ccc(OC)cc1. As a reaction SMILES: [CH2:31]([CH3:32])[N:33]=[C:34]=[O:35].[CH2:36]1[O:37][CH2:38][CH2:39][CH2:40]1.[CH3:1][O:2][c:3]1[cH:4][cH:5][c:6]([CH:9]([CH2:10][CH2:11][CH2:12][CH2:13][C:14](=[O:15])[NH:16][OH:17])[C:18]2=[C:27]([CH3:28])[C:26](=[O:29])[c:25]3[c:20]([cH:21][cH:22][cH:23][cH:24]3)[C:19]2=[O:30])[cH:7][cH:8]1>>[CH3:1][O:2][c:3]1[cH:4][cH:5][c:6]([CH:9]([CH2:10][CH2:11][CH2:12][CH2:13][C:14](=[O:15])[NH:16][O:17][C:34]([NH:33][CH2:31][CH3:32])=[O:35])[C:18]2=[C:27]([CH3:28])[C:26](=[O:29])[c:25]3[c:20]([cH:21][cH:22][cH:23][cH:24]3)[C:19]2=[O:30])[cH:7][cH:8]1. Reactants: CCOP1(=O)OC(C)c2ccccc21, O. Yields the product CC1OP(=O)(O)c2ccccc21. As a reaction SMILES: [CH2:1]([CH3:2])[O:3][P:4]1(=[O:14])[O:5][CH:6]([CH3:13])[c:7]2[c:8]1[cH:9][cH:10][cH:11][cH:12]2.[OH2:15]>>[O:3]=[P:4]1([OH:14])[O:5][CH:6]([CH3:13])[c:7]2[c:8]1[cH:9][cH:10][cH:11][cH:12]2. Reactants: polyphosphoric acid, resultant mixture, COC1=CC=C(NC2=C(C(=O)O)C=C(C(=C2)C(=O)O)NC2=CC=C(C=C2)OC)C=C1 (2,5-di(4-methoxyanilino)terephthalic acid), CO (methanol), N-[3-(N,N-dimethylaminopropyl)] copper phthalocyanine sulfonamide, C1=CC2=C(C=C1Cl)C(=O)C3=CC4=C(C=C3N2)C(=O)C5=C(N4)C=CC(=C5)Cl (2,9-dichloroquinacridone), P(O)(O)(O)=O (phosphoric acid). The solvent is O (water), O (water). Run at temperature 113 celsius, time 30 minute. The product is C1=CC=C2C(=C1)C(=O)C3=CC4=C(C=C3N2)C(=O)C5=CC=CC=C5N4 (quinacridone). Yield: 434.0%. Reaction SMILES: [CH:1]1[C:6](Cl)=[CH:5][C:4]2[C:8]([C:10]3[C:15]([NH:16][C:3]=2[CH:2]=1)=[CH:14][C:13]1[C:17]([C:19]2[CH:25]=[C:24](Cl)[CH:23]=[CH:22][C:20]=2[NH:21][C:12]=1[CH:11]=3)=[O:18])=[O:9].COC1C=CC(NC2C=C(C(O)=O)C(NC3C=CC(OC)=CC=3)=CC=2C(O)=O)=CC=1.P(=O)(O)(O)O.CO>O>[CH:24]1[CH:25]=[C:19]2[C:17]([C:13]3[C:12]([NH:21][C:20]2=[CH:22][CH:23]=1)=[CH:11][C:10]1[C:8]([C:4]2[C:3]([NH:16][C:15]=1[CH:14]=3)=[CH:2][CH:1]=[CH:6][CH:5]=2)=[O:9])=[O:18]. Procedure: To 270 g of polyphosphoric acid (117% phosphoric acid) heated at 85° C. was added 2.5 g of N-[3-(N,N-dimethylaminopropyl)] copper phthalocyanine sulfonamide followed by 13.5 g of 2,9-dichloroquinacridone. The mixture was stirred at 113° C. for 30 minutes, after which 40.5 g of 2,5-di(4-methoxyanilino)terephthalic acid was added. The resultant mixture was heated at 113° C. for five hours. After the melt was cooled to 95° C., the acid strength was adjusted to 113% by the dropwise addition of phosp... Reactants: C1CCOC1, Nc1cccc(O)c1, O=C1Nc2cc(C(=O)c3ccc(NC(=O)c4cccs4)cc3)ccc2C1=CO. Product: O=C1Nc2cc(C(=O)c3ccc(NC(=O)c4cccs4)cc3)ccc2C1=CNc1cccc(O)c1. Reaction SMILES: [CH2:37]1[O:38][CH2:39][CH2:40][CH2:41]1.[NH2:29][c:30]1[cH:31][cH:32][cH:33][c:34]([OH:35])[cH:36]1.[OH:1][CH:2]=[C:3]1[C:4](=[O:28])[NH:5][c:6]2[cH:7][c:8]([C:12](=[O:13])[c:14]3[cH:15][cH:16][c:17]([NH:20][C:21](=[O:22])[c:23]4[s:24][cH:25][cH:26][cH:27]4)[cH:18][cH:19]3)[cH:9][cH:10][c:11]21>>[CH:2](=[C:3]1[C:4](=[O:28])[NH:5][c:6]2[cH:7][c:8]([C:12](=[O:13])[c:14]3[cH:15][cH:16][c:17]([NH:20][C:21](=[O:22])[c:23]4[s:24][cH:25][cH:26][cH:27]4)[cH:18][cH:19]3)[cH:9][cH:10][c:11]21)[NH:29][c:30]1[cH:31][cH:32][cH:33][c:34]([OH:35])[cH:36]1. Starting materials: BrC1=CC=C(OC(CNS(=O)(=O)C(C)C)C)C=C1 ([2-(4-bromophenoxy)propyl][(methylethyl)sulfonyl]amine), COC=1C=C(C=CC1)B(O)O (3-methoxybenzeneboronic acid), C([O-])([O-])=O.[Na+].[Na+] (sodium carbonate). The reagents and catalysts are Cl[Pd]([P](C1=CC=CC=C1)(C2=CC=CC=C2)C3=CC=CC=C3)([P](C4=CC=CC=C4)(C5=CC=CC=C5)C6=CC=CC=C6)Cl (dichlorobis(triphenylphosphine)palladium(II)). The solvent is COCCOC (1,2-dimethoxyethane). Product: COC=1C=C(C=CC1)C1=CC=C(OC(CNS(=O)(=O)C(C)C)C)C=C1 ({2-[4-(3-Methoxyphenyl)phenoxy]propyl}[(methylethyl)sulfonyl]amine), co-eluting mixture. Yield: 35.1%. Reaction SMILES: Br[C:2]1[CH:18]=[CH:17][C:5]([O:6][CH:7]([CH3:16])[CH2:8][NH:9][S:10]([CH:13]([CH3:15])[CH3:14])(=[O:12])=[O:11])=[CH:4][CH:3]=1.[CH3:19][O:20][C:21]1[CH:22]=[C:23](B(O)O)[CH:24]=[CH:25][CH:26]=1.C(=O)([O-])[O-].[Na+].[Na+]>Cl[Pd](Cl)([P](C1C=CC=CC=1)(C1C=CC=CC=1)C1C=CC=CC=1)[P](C1C=CC=CC=1)(C1C=CC=CC=1)C1C=CC=CC=1.COCCOC>[CH3:19][O:20][C:21]1[CH:26]=[C:25]([C:2]2[CH:18]=[CH:17][C:5]([O:6][CH:7]([CH3:16])[CH2:8][NH:9][S:10]([CH:13]([CH3:15])[CH3:14])(=[O:12])=[O:11])=[CH:4][CH:3]=2)[CH:24]=[CH:23][CH:22]=1 |f:2.3.4,^1:38,57|. Procedure details: The title compound (110 mg, 35%, white foam) was prepared from [2-(4-bromophenoxy)propyl][(methylethyl)sulfonyl]amine (290 mg, 0.862 mmol, prepared in example 1), 3-methoxybenzeneboronic acid (160 mg, 1.053 mmol), dichlorobis(triphenylphosphine)palladium(II) (25 mg, 0.036 mmol), 2 M sodium carbonate (310 mg in 1.5 mL water), and 1,2-dimethoxyethane (5.75 mL) in a manner analogous to the procedure described in Example 8. The crude material was purified utilizing a Chromatotron® with a 2000 μm rot...